The task is: describe an organic reaction: reactants, conditions, products, and yield. This data is from the Open Reaction Database (ORD), a public repository of structured organic reaction records. Product: O1C(=NC=C1)C(=O)C1=CC=C(C=C1)OC1OCCCC1 (Oxazol-2-yl(4-(tetrahydro-2H-pyran-2-yloxy)phenyl)methanone). Run at time 1 hour. RXN SMILES: C1C=C[NH+]=CC=1.[O-][Cr](Cl)(=O)=O.[O:12]1[CH:16]=[CH:15][N:14]=[C:13]1[CH:17]([C:19]1[CH:24]=[CH:23][C:22]([O:25][CH:26]2[CH2:31][CH2:30][CH2:29][CH2:28][O:27]2)=[CH:21][CH:20]=1)[OH:18]>C(Cl)Cl>[O:12]1[CH:16]=[CH:15][N:14]=[C:13]1[C:17]([C:19]1[CH:20]=[CH:21][C:22]([O:25][CH:26]2[CH2:31][CH2:30][CH2:29][CH2:28][O:27]2)=[CH:23][CH:24]=1)=[O:18] |f:0.1|. The reactants are C=1C=C[NH+]=CC1.[O-][Cr](=O)(=O)Cl (PCC), O1C(=NC=C1)C(O)C1=CC=C(C=C1)OC1OCCCC1 (Oxazol-2-yl(4-(tetrahydro-2H-pyran-2-yloxy)phenyl)methanol). The yield is 82.8%. Procedure details: PCC (14.5 mmol, 20% w/w on silica gel) was added to a solution of 10.1 (2.91 mmol) in DCM (20 mL). After 1 hour, the reaction mixture was chromatographed (silica gel, 1:2 EtOAc/hexane) to obtain compound 10.2 (2.41 mmol). MS ESI (pos.) m/e:296.0 (M+Na). 1H NMR (500 MHz) (DMSO-d6) δ 8.52 (s, 1H); 8.43 (d, J=9 Hz, 2H); 7.67 (s, 1H); 7.23 (d, J=9 Hz, 2H); 5.71 (m, 1H); 3.74-3.76 (m, 1H); 3.62-3.65 (m, 1H); 1.88-1.91 (m, 2H); 1.81-1.82 (m, 1H); 1.59-1.67 (m, 3H). The solvent is C(Cl)Cl (DCM). Reactants: Cc1ccccc1, COc1ccc2oc(CO)cc2c1, BrP(Br)Br. The product is COc1ccc2oc(CBr)cc2c1. Reaction SMILES: [CH3:18][c:19]1[cH:20][cH:21][cH:22][cH:23][cH:24]1.[CH3:1][O:2][c:3]1[cH:4][cH:5][c:6]2[c:7]([cH:8][c:9]([CH2:11][OH:12])[o:10]2)[cH:13]1.[P:14]([Br:15])([Br:16])[Br:17]>>[CH3:1][O:2][c:3]1[cH:4][cH:5][c:6]2[c:7]([cH:8][c:9]([CH2:11][Br:15])[o:10]2)[cH:13]1.